From a dataset of the Open Reaction Database (ORD), a public repository of structured organic reaction records. describe an organic reaction: reactants, conditions, products, and yield Reactants: C(C)OC1(OCCC1)OCC (diethoxy-tetrahydrofuran), COC(C1=CC(=C(C(=C1)OC)N)OC)=O (4-amino-3,5-dimethoxy-benzoic acid methyl ester). Run in C(C)(=O)O (acetic acid), C(C)(=O)O (acetic acid). Conditions: temperature 100 celsius, time 30 minute. Yields the product COC(C1=CC(=C(C(=C1)OC)N1C=CC=C1)OC)=O (3,5-dimethoxy-4-(pyrrol-1-yl)-benzoic acid methyl ester). RXN SMILES: C(O[C:4]1(OCC)[CH2:8][CH2:7][CH2:6]O1)C.[CH3:12][O:13][C:14](=[O:26])[C:15]1[CH:20]=[C:19]([O:21][CH3:22])[C:18]([NH2:23])=[C:17]([O:24][CH3:25])[CH:16]=1>C(O)(=O)C>[CH3:12][O:13][C:14](=[O:26])[C:15]1[CH:20]=[C:19]([O:21][CH3:22])[C:18]([N:23]2[CH:4]=[CH:8][CH:7]=[CH:6]2)=[C:17]([O:24][CH3:25])[CH:16]=1. Procedure details: A mixture of 9 g. of diethoxy-tetrahydrofuran and 5 ml. of glacial acetic acid was added dropwise at room temperature to a solution of 10.5 g. of 4-amino-3,5-dimethoxy-benzoic acid methyl ester in 50 ml. of glacial acetic acid with stirring. The mixture was stirred at 100° C. for an additional 30 minutes, cooled with ice, filtered under vacuum, dried and recrystallized from cyclohexane, whereby there was obtained 3,5-dimethoxy-4-(pyrrol-1-yl)-benzoic acid methyl ester having a melting point of 1...